This data is from the Open Reaction Database (ORD), a public repository of structured organic reaction records. The task is: describe an organic reaction: reactants, conditions, products, and yield Reactants: CC(=O)OI1(C=2C=CC=CC2C(=O)O1)(OC(=O)C)OC(=O)C (Dess-Martin periodinane), OCCCC1=NC(=NC(=C1)C1=CC(=CC=C1)C(F)(F)F)C#N (4-(3-hydroxy-propyl)-6-(3-trifluoromethylphenyl)-pyrimidine-2-carbonitrile). The solvent is ClCCl (dichloro-methane). Conditions: time 45 minute. Product: O=CCCC1=NC(=NC(=C1)C1=CC(=CC=C1)C(F)(F)F)C#N (4-(3-oxo-propyl)-6-(3-trifluoromethyl-phenyl)-pyrimidine-2-carbonitrile). The yield is 140.9%. RXN SMILES: CC(OI1(OC(C)=O)(OC(C)=O)OC(=O)C2C=CC=CC1=2)=O.[OH:23][CH2:24][CH2:25][CH2:26][C:27]1[CH:32]=[C:31]([C:33]2[CH:38]=[CH:37][CH:36]=[C:35]([C:39]([F:42])([F:41])[F:40])[CH:34]=2)[N:30]=[C:29]([C:43]#[N:44])[N:28]=1>ClCCl>[O:23]=[CH:24][CH2:25][CH2:26][C:27]1[CH:32]=[C:31]([C:33]2[CH:38]=[CH:37][CH:36]=[C:35]([C:39]([F:42])([F:40])[F:41])[CH:34]=2)[N:30]=[C:29]([C:43]#[N:44])[N:28]=1. Procedure: Dess-Martin periodinane (104 mg) was added to a solution of 4-(3-hydroxy-propyl)-6-(3-trifluoromethylphenyl)-pyrimidine-2-carbonitrile (50 mg) in dichloro-methane (5 mL), and the resulting suspension stirred at room temperature for 45 min. The mixture was then washed with water (3×10 mL), dried over sodium sulphate, and evaporated at reduced pressure to afford 4-(3-oxo-propyl)-6-(3-trifluoromethyl-phenyl)-pyrimidine-2-carbonitrile as a brown solid (70 mg). MS m/z 306.1 (M+1), 100%. The reactants are ClC=1N=C(N=NC1C(=O)OCC)SC (ethyl 5-chloro-3-(methylthio)-1,2,4-triazine-6-carboxylate), NC1=CC=C(C(=O)OC)C=C1 (methyl 4-aminobenzoate), N (ammonia), C(C)(C)N(CC)C(C)C (diisopropylethylamine). The solvent is C(C)#N (acetonitrile). Conditions: time 3 hour. Product: C(N)(=O)C1=C(N=C(N=N1)SC)NC1=CC=C(C(=O)OC)C=C1 (methyl 4-(6-carbamoyl-3-(methylthio)-1,2,4-triazin-5-ylamino)benzoate). The yield is 72.7%. As a reaction SMILES: Cl[C:2]1[N:3]=[C:4]([S:13][CH3:14])[N:5]=[N:6][C:7]=1[C:8]([O:10]CC)=O.[NH2:15][C:16]1[CH:25]=[CH:24][C:19]([C:20]([O:22][CH3:23])=[O:21])=[CH:18][CH:17]=1.C([N:29](C(C)C)CC)(C)C.N>C(#N)C>[C:8]([C:7]1[N:6]=[N:5][C:4]([S:13][CH3:14])=[N:3][C:2]=1[NH:15][C:16]1[CH:17]=[CH:18][C:19]([C:20]([O:22][CH3:23])=[O:21])=[CH:24][CH:25]=1)(=[O:10])[NH2:29]. Procedure: To ethyl 5-chloro-3-(methylthio)-1,2,4-triazine-6-carboxylate (1) (350 mg, 1.50 mmol) in acetonitrile (10 mL) was added methyl 4-aminobenzoate (340 mg, 2.25 mmol) and then diisopropylethylamine (DIEA, 0.39 mL, 2.25 mmol). The mixture was stirred at RT for 3 h. To the mixture was then added ammonia (7.0 N solution in methanol, 30 mL). The mixture was stirred overnight. The solid was isolated by filtration, washed with a minimum amount of cold acetonitrile and then washed with hexane. The solid wa... Reactants: O=C([O-])[O-], C=CCn1c(S)nc(C(F)(F)F)cc1=O, CI, [K+], [K+], CN(C)C=O. Yields the product C=CCn1c(SC)nc(C(F)(F)F)cc1=O. RXN SMILES: [C:1](=[O:2])([O-:3])[O-:4].[CH2:9]([CH:10]=[CH2:11])[n:12]1[c:13]([SH:23])[n:14][c:15]([C:19]([F:20])([F:21])[F:22])[cH:16][c:17]1=[O:18].[CH3:7][I:8].[K+:5].[K+:6].[O:24]=[CH:25][N:26]([CH3:27])[CH3:28]>>[CH3:1][S:23][c:13]1[n:12]([CH2:9][CH:10]=[CH2:11])[c:17](=[O:18])[cH:16][c:15]([C:19]([F:20])([F:21])[F:22])[n:14]1. Reactants: COC(=O)c1cc(C2CCCN2c2cccc(OC)c2)c2oc(N3CCOCC3)cc(=O)c2c1, [Na+], [OH-]. The product is COc1cccc(N2CCCC2c2cc(C(=O)O)cc3c(=O)cc(N4CCOCC4)oc23)c1. RXN SMILES: [CH3:1][O:2][c:3]1[cH:4][c:5]([N:9]2[CH:10]([c:14]3[cH:15][c:16]([C:31](=[O:32])[O:33][CH3:34])[cH:17][c:18]4[c:19](=[O:30])[cH:20][c:21]([N:24]5[CH2:25][CH2:26][O:27][CH2:28][CH2:29]5)[o:22][c:23]34)[CH2:11][CH2:12][CH2:13]2)[cH:6][cH:7][cH:8]1.[Na+:36].[OH-:35]>>[CH3:1][O:2][c:3]1[cH:4][c:5]([N:9]2[CH:10]([c:14]3[cH:15][c:16]([C:31](=[O:32])[OH:33])[cH:17][c:18]4[c:19](=[O:30])[cH:20][c:21]([N:24]5[CH2:25][CH2:26][O:27][CH2:28][CH2:29]5)[o:22][c:23]34)[CH2:11][CH2:12][CH2:13]2)[cH:6][cH:7][cH:8]1.